describe an organic reaction: reactants, conditions, products, and yield From a dataset of the Open Reaction Database (ORD), a public repository of structured organic reaction records. RXN SMILES: [CH:1]1([N:4]([CH:26]2[CH2:28][CH2:27]2)[C:5]([C:7]2[N:23]([CH2:24][CH3:25])[C:10]3=[N:11][C:12]([NH:19][C:20]([NH2:22])=[S:21])=[C:13]4[N:17]=[CH:16][N:15]([CH3:18])[C:14]4=[C:9]3[CH:8]=2)=[O:6])[CH2:3][CH2:2]1.Br[CH2:30][C:31](=O)[CH2:32][F:33]>>[CH:26]1([N:4]([CH:1]2[CH2:2][CH2:3]2)[C:5]([C:7]2[N:23]([CH2:24][CH3:25])[C:10]3=[N:11][C:12]([NH:19][C:20]4[S:21][CH:30]=[C:31]([CH2:32][F:33])[N:22]=4)=[C:13]4[N:17]=[CH:16][N:15]([CH3:18])[C:14]4=[C:9]3[CH:8]=2)=[O:6])[CH2:27][CH2:28]1. The product is C1(CC1)N(C(=O)C1=CC=2C(=NC(=C3C2N(C=N3)C)NC=3SC=C(N3)CF)N1CC)C1CC1 (N,N-dicyclopropyl-6-ethyl-4-(4-(fluoromethyl)thiazol-2-ylamino)-1-methyl-1,6-dihydroimidazo[4,5-d]pyrrolo[2,3-b]pyridine-7-carboxamide). Starting materials: C1(CC1)N(C(=O)C1=CC=2C(=NC(=C3C2N(C=N3)C)NC(=S)N)N1CC)C1CC1 (N,N-dicyclopropyl-6-ethyl-1-methyl-4-thioureido-1,6-dihydroimidazo[4,5-d]pyrrolo[2,3-b]pyridine-7-carboxamide), BrCC(CF)=O (1-bromo-3-fluoropropan-2-one). Procedure: Prepared from N,N-dicyclopropyl-6-ethyl-1-methyl-4-thioureido-1,6-dihydroimidazo[4,5-d]pyrrolo[2,3-b]pyridine-7-carboxamide (example 2B) and 1-bromo-3-fluoropropan-2-one (example 3A) using the same procedure for 2. Starting materials: CC(NC(=O)OC(C)(C)C)C(=O)NC(C(N)=O)C(C)C, ClCCl, O=C(O)C(F)(F)F. Yields the product CC(N)C(=O)NC(C(N)=O)C(C)C. RXN SMILES: [C:1]([O:2][C:3](=[O:4])[NH:8][CH:9]([CH3:10])[C:11](=[O:12])[NH:13][CH:14]([CH:15]([CH3:16])[CH3:17])[C:18](=[O:19])[NH2:20])([CH3:5])([CH3:6])[CH3:7].[Cl:28][CH2:29][Cl:30].[F:21][C:22]([F:23])([F:24])[C:25]([OH:26])=[O:27]>>[NH2:8][CH:9]([CH3:10])[C:11](=[O:12])[NH:13][CH:14]([CH:15]([CH3:16])[CH3:17])[C:18](=[O:19])[NH2:20]. The reactants are C(C)(=O)N1C(C(C2=CC=CC=C12)=C(C1=CC=CC=C1)OCC)=O (1-acetyl-3-{1-ethoxy-1-phenylmethylidene}-2-indolinone), NC=1C=CC2=C(N(C=N2)C)C1 (6-amino-1-methyl-benzimidazole), [OH-].[Na+] (sodium hydroxide). Solvent: CO (MeOH), CN(C)C=O (DMF). Yields the product CN1C=NC2=C1C=C(C=C2)N\C(\C2=CC=CC=C2)=C\2/C(NC1=CC=CC=C21)=O (3-{(Z)-1-[(1-methyl-benzimidazol-6-yl)amino]-1-phenylmethylidene}-2-indolinone). Reaction SMILES: C([N:4]1[C:12]2[C:7](=[CH:8][CH:9]=[CH:10][CH:11]=2)[C:6](=[C:13](OCC)[C:14]2[CH:19]=[CH:18][CH:17]=[CH:16][CH:15]=2)[C:5]1=[O:23])(=O)C.[NH2:24][C:25]1[CH:26]=[CH:27][C:28]2[N:32]=[CH:31][N:30]([CH3:33])[C:29]=2[CH:34]=1.[OH-].[Na+]>CN(C=O)C.CO>[CH3:33][N:30]1[C:29]2[CH:34]=[C:25]([NH:24]/[C:13](=[C:6]3\[C:5](=[O:23])[NH:4][C:12]4[C:7]\3=[CH:8][CH:9]=[CH:10][CH:11]=4)/[C:14]3[CH:15]=[CH:16][CH:17]=[CH:18][CH:19]=3)[CH:26]=[CH:27][C:28]=2[N:32]=[CH:31]1 |f:2.3|. Reported procedure: Prepared from 1-acetyl-3-{1-ethoxy-1-phenylmethylidene}-2-indolinone and 2 equivalents of 6-amino-1-methyl-benzimidazole, melting point 163-165° C., in DMF followed by treatment with 1N sodium hydroxide solution in MeOH. RXN SMILES: [CH3:1][C:2]1[O:6][C:5](=[O:7])[NH:4][N:3]=1.C[O-].[Na+].Cl[CH2:12][C:13](=[O:15])[CH3:14]>CO.[Br-].C([N+](CCCC)(CCCC)CCCC)CCC.C(Cl)(Cl)Cl>[CH3:1][C:2]1[O:6][C:5](=[O:7])[N:4]([CH2:12][C:13](=[O:15])[CH3:14])[N:3]=1 |f:1.2,5.6|. The product is CC1=NN(C(O1)=O)CC(C)=O (5-methyl-3-(2-oxo-propyl)-3H-1,3,4-oxadiazol-2-one). The reagents and catalysts are [Br-].C(CCC)[N+](CCCC)(CCCC)CCCC (tetrabutylammonium bromide). Isolated yield 85.4%. Reaction conditions: time 15 minute. Solvent: CO (MeOH), CO (methanol), C(Cl)(Cl)Cl (CHCl3). The reactants are CC1=NNC(O1)=O (5-methyl-3H-1,3,4-oxadiazol-2-one), C[O-].[Na+] (NaOMe), ClCC(C)=O (chloro-acetone). Procedure details: To a solution of 5-methyl-3H-1,3,4-oxadiazol-2-one (5.509 g, 55.0 mmol) in MeOH (40 mL) is added 25 wt % NaOMe solution in methanol (12.7 mL, 58.8 mmol). The mixture is stirred at rt for 15 min and then concentrated in vacuo. The residue is added to a solution of tetrabutylammonium bromide (0.358 g, 1.08 mmol) and chloro-acetone (4.6 ml, 54.9 mmol) in CHCl3 (33 mL), and the mixture is heated to reflux for 5 h under N2. The mixture is cooled to rt and stirred overnight. The resulting slurry is fi... Starting materials: C(C1=CC=CC=C1)N1C2=NC=NC(=C2N=C1)I (9-Benzyl-6-iodopurine), C(C)OC=C[Sn](CCCC)(CCCC)CCCC (ethoxyvinyl(tributyl)tin). Reagents/catalysts: Cl[Pd]([P](C1=CC=CC=C1)(C2=CC=CC=C2)C3=CC=CC=C3)([P](C4=CC=CC=C4)(C5=CC=CC=C5)C6=CC=CC=C6)Cl (bis(triphenylphosphine)palladium(II) chloride). Solvent: CN(C)C=O (DMF). Run at temperature 100 celsius. Product: C(C1=CC=CC=C1)N1C2=NC=NC(=C2N=C1)C=COCC (9-Benzyl-6-(α-ethoxyvinyl)purine). Reaction SMILES: [CH2:1]([N:8]1[CH:16]=[N:15][C:14]2[C:9]1=[N:10][CH:11]=[N:12][C:13]=2I)[C:2]1[CH:7]=[CH:6][CH:5]=[CH:4][CH:3]=1.[CH2:18]([O:20][CH:21]=[CH:22][Sn](CCCC)(CCCC)CCCC)[CH3:19]>CN(C=O)C.Cl[Pd](Cl)([P](C1C=CC=CC=1)(C1C=CC=CC=1)C1C=CC=CC=1)[P](C1C=CC=CC=1)(C1C=CC=CC=1)C1C=CC=CC=1>[CH2:1]([N:8]1[CH:16]=[N:15][C:14]2[C:9]1=[N:10][CH:11]=[N:12][C:13]=2[CH:19]=[CH:18][O:20][CH2:21][CH3:22])[C:2]1[CH:7]=[CH:6][CH:5]=[CH:4][CH:3]=1 |^1:43,62|. Procedure details: A mixture of 9-benzyl-6-iodopurine (7) (1.00 g, 2.8 mmol), bis(triphenylphosphine)palladium(II) chloride (0.208 g, 0.02 mmol) and ethoxyvinyl(tributyl)tin (2.07 g, 3.8 mmol) in dry DMF (4 mL) was heated under N2 at 100° C. for 6 h. TLC indicated completion of reaction. DMF was distilled off under reduced pressure and the resulting residue was redissolved in EtOAc (50 mL) and filtered through a pad of celite. The solvent (EtOAc) was distilled off and the residue obtained purified by flash chromat...